Dataset: the Open Reaction Database (ORD), a public repository of structured organic reaction records. Task: describe an organic reaction: reactants, conditions, products, and yield Reactants: ClC1=NC=C(C(=N1)N[C@H](/C=C/C(=O)OCC)C(C)(C)C)F ((R,E)-ethyl 4-((2-chloro-5-fluoropyrimidin-4-yl)amino)-5,5-dimethylhex-2-enoate), ClC1=NC=C(C(=N1)N[C@H](/C=C/C(=O)OCC)C(C)(C)C)F ((R,E)-ethyl 4-((2-chloro-5-fluoropyrimidin-4-yl)amino)-5,5-dimethylhex-2-enoate), [O-]P(=O)([O-])[O-].[K+].[K+].[K+] (K3PO4), FC=1C=C2C(=NC1)N(C=C2B2OC(C(O2)(C)C)(C)C)S(=O)(=O)C2=CC=C(C=C2)C (5-fluoro-1-(p-tolylsulfonyl)-3-(4,4,5,5-tetramethyl-1,3,2-dioxaborolan-2-yl)pyrrolo[2,3-b]pyridine), FC=1C=C2C(=NC1)N(C=C2B2OC(C(O2)(C)C)(C)C)S(=O)(=O)C2=CC=C(C=C2)C (5-fluoro-1-(p-tolylsulfonyl)-3-(4,4,5,5-tetramethyl-1,3,2-dioxaborolan-2-yl)pyrrolo[2,3-b]pyridine). Reagents/catalysts: C=1C=CC(=CC1)/C=C/C(=O)/C=C/C2=CC=CC=C2.C=1C=CC(=CC1)/C=C/C(=O)/C=C/C2=CC=CC=C2.C=1C=CC(=CC1)/C=C/C(=O)/C=C/C2=CC=CC=C2.[Pd].[Pd] (Pd2(dba)3), CC(C)C1=CC(=C(C(=C1)C(C)C)C2=C(C=CC=C2)P(C3CCCCC3)C4CCCCC4)C(C)C (X-Phos). The solvent is 2-methyl-THF, O (water), O (water). Conditions: temperature 80 celsius, time 15 minute. The product is FC=1C(=NC(=NC1)C1=CN(C2=NC=C(C=C21)F)S(=O)(=O)C2=CC=C(C)C=C2)N[C@H](/C=C/C(=O)OCC)C(C)(C)C ((R,E)-ethyl 4-((5-fluoro-2-(5-fluoro-1-tosyl-1H-pyrrolo[2,3-b]pyridin-3-yl)pyrimidin-4-yl)amino)-5,5-dimethylhex-2-enoate). Reaction SMILES: [O-]P([O-])([O-])=O.[K+].[K+].[K+].Cl[C:10]1[N:15]=[C:14]([NH:16][C@@H:17]([C:25]([CH3:28])([CH3:27])[CH3:26])/[CH:18]=[CH:19]/[C:20]([O:22][CH2:23][CH3:24])=[O:21])[C:13]([F:29])=[CH:12][N:11]=1.[F:30][C:31]1[CH:32]=[C:33]2[C:39](B3OC(C)(C)C(C)(C)O3)=[CH:38][N:37]([S:49]([C:52]3[CH:57]=[CH:56][C:55]([CH3:58])=[CH:54][CH:53]=3)(=[O:51])=[O:50])[C:34]2=[N:35][CH:36]=1>O.C1C=CC(/C=C/C(/C=C/C2C=CC=CC=2)=O)=CC=1.C1C=CC(/C=C/C(/C=C/C2C=CC=CC=2)=O)=CC=1.C1C=CC(/C=C/C(/C=C/C2C=CC=CC=2)=O)=CC=1.[Pd].[Pd].CC(C1C=C(C(C)C)C(C2C=CC=CC=2P(C2CCCCC2)C2CCCCC2)=C(C(C)C)C=1)C>[F:29][C:13]1[C:14]([NH:16][C@@H:17]([C:25]([CH3:28])([CH3:27])[CH3:26])/[CH:18]=[CH:19]/[C:20]([O:22][CH2:23][CH3:24])=[O:21])=[N:15][C:10]([C:39]2[C:33]3[C:34](=[N:35][CH:36]=[C:31]([F:30])[CH:32]=3)[N:37]([S:49]([C:52]3[CH:57]=[CH:56][C:55]([CH3:58])=[CH:54][CH:53]=3)(=[O:50])=[O:51])[CH:38]=2)=[N:11][CH:12]=1 |f:0.1.2.3,7.8.9.10.11|. Reported procedure: K3PO4 (1.078 g, 5.079 mmol) was dissolved in water (3.2 mL) and added to a solution of (R,E)-ethyl 4-((2-chloro-5-fluoropyrimidin-4-yl)amino)-5,5-dimethylhex-2-enoate, 37a, (0.534 g, 1.693 mmol) in 2-methyl-THF (10.7 mL) and the mixture was purged with nitrogen for 30 minutes. 5-fluoro-1-(p-tolylsulfonyl)-3-(4,4,5,5-tetramethyl-1,3,2-dioxaborolan-2-yl)pyrrolo[2,3-b]pyridine, 7a, (0.775 g, 1.862 mmol) was added and the nitrogen purging was continued for an additional 15 min. X-Phos (0.048 g, 0.10... Starting materials: ClCCC1=CC2=CC=CC=C2C=C1 (2-(2-chloroethyl)naphthalene), FC(C=1C=C(C=CC1)C=1CCNCC1)(F)F (4-(3-trifluoromethylphenyl)-1,2,3,6-tetrahydropyridine). Run in C(C)O (ethanol). Yields the product Cl.C1=C(C=CC2=CC=CC=C12)CCN1CCC(=CC1)C1=CC(=CC=C1)C(F)(F)F (1-[2-(2-naphthyl)ethyl]-4-(3-trifluoromethylphenyl)-1,2,3,6-tetrahydropyridine hydrochloride). RXN SMILES: [Cl:1][CH2:2][CH2:3][C:4]1[CH:13]=[CH:12][C:11]2[C:6](=[CH:7][CH:8]=[CH:9][CH:10]=2)[CH:5]=1.[F:14][C:15]([F:29])([F:28])[C:16]1[CH:17]=[C:18]([C:22]2[CH2:23][CH2:24][NH:25][CH2:26][CH:27]=2)[CH:19]=[CH:20][CH:21]=1>C(O)C>[ClH:1].[CH:5]1[C:6]2[C:11](=[CH:10][CH:9]=[CH:8][CH:7]=2)[CH:12]=[CH:13][C:4]=1[CH2:3][CH2:2][N:25]1[CH2:24][CH:23]=[C:22]([C:18]2[CH:19]=[CH:20][CH:21]=[C:16]([C:15]([F:14])([F:28])[F:29])[CH:17]=2)[CH2:27][CH2:26]1 |f:3.4|. Procedure: It has also been found that the reaction of 2-(2-chloroethyl)naphthalene with 4-(3-trifluoromethylphenyl)-1,2,3,6-tetrahydropyridine under the conditions described in EP 0 101 381, i.e. in ethanol under reflux for 20-24 hours, gives 1-[2-(2-naphthyl)ethyl]-4-(3-trifluoromethylphenyl)-1,2,3,6-tetrahydropyridine hydrochloride with very low yields. Reactants: O=C(c1ccccc1)N1CCN(c2ccc([N+](=O)[O-])c(Nc3ccccc3)c2)CC1, BrCc1ccccc1, CCCC[N+](CCCC)(CCCC)CCCC, Cc1ccccc1, [I-], [K+], [OH-]. Product: O=C(c1ccccc1)N1CCN(c2ccc([N+](=O)[O-])c(N(Cc3ccccc3)c3ccccc3)c2)CC1. Reaction SMILES: [C:1]([c:2]1[cH:3][cH:4][cH:5][cH:6][cH:7]1)(=[O:8])[N:9]1[CH2:10][CH2:11][N:12]([c:15]2[cH:16][cH:17][c:18]([N+:28](=[O:29])[O-:30])[c:19]([NH:21][c:22]3[cH:23][cH:24][cH:25][cH:26][cH:27]3)[cH:20]2)[CH2:13][CH2:14]1.[CH2:31]([c:32]1[cH:33][cH:34][cH:35][cH:36][cH:37]1)[Br:38].[CH2:42]([N+:43]([CH2:44][CH2:45][CH2:46][CH3:47])([CH2:48][CH2:49][CH2:50][CH3:51])[CH2:52][CH2:53][CH2:54][CH3:55])[CH2:56][CH2:57][CH3:58].[CH3:59][c:60]1[cH:61][cH:62][cH:63][cH:64][cH:65]1.[I-:41].[K+:40].[OH-:39]>>[C:1]([c:2]1[cH:3][cH:4][cH:5][cH:6][cH:7]1)(=[O:8])[N:9]1[CH2:10][CH2:11][N:12]([c:15]2[cH:16][cH:17][c:18]([N+:28](=[O:29])[O-:30])[c:19]([N:21]([c:22]3[cH:23][cH:24][cH:25][cH:26][cH:27]3)[CH2:31][c:32]3[cH:33][cH:34][cH:35][cH:36][cH:37]3)[cH:20]2)[CH2:13][CH2:14]1.